describe an organic reaction: reactants, conditions, products, and yield From a dataset of the Open Reaction Database (ORD), a public repository of structured organic reaction records. Reactants: ClC=1N(C=C2N(C(N(C(C21)=O)C)=O)CC(C)C)CC2=CC=C(C=C2)OC (5-chloro-1-isobutyl-6-(4-methoxybenzyl)-3-methyl-1H-pyrrolo[3,4-d]pyrimidine-2,4(3H,6H)-dione), C(=O)(C(F)(F)F)O (TFA), C(F)(F)(F)S(=O)(=O)O (TFMSA), C(=O)(O)[O-].[Na+] (NaHCO3). The solvent is C(Cl)Cl (CH2Cl2). Run at time 2 hour. The product is ClC=1NC=C2N(C(N(C(C21)=O)C)=O)CC(C)C (5-chloro-1-isobutyl-3-methyl-1H-pyrrolo[3,4-d]pyrimidine-2,4(3H,6H)-dione). Reaction SMILES: [Cl:1][C:2]1[N:3](CC2C=CC(OC)=CC=2)[CH:4]=[C:5]2[C:10]=1[C:9](=[O:11])[N:8]([CH3:12])[C:7](=[O:13])[N:6]2[CH2:14][CH:15]([CH3:17])[CH3:16].C(O)(C(F)(F)F)=O.C(S(O)(=O)=O)(F)(F)F.C([O-])(O)=O.[Na+]>C(Cl)Cl>[Cl:1][C:2]1[NH:3][CH:4]=[C:5]2[C:10]=1[C:9](=[O:11])[N:8]([CH3:12])[C:7](=[O:13])[N:6]2[CH2:14][CH:15]([CH3:17])[CH3:16] |f:3.4|. Reported procedure: To a solution of 5-chloro-1-isobutyl-6-(4-methoxybenzyl)-3-methyl-1H-pyrrolo[3,4-d]pyrimidine-2,4(3H,6H)-dione (14 mg, 0.032 mmol) in CH2Cl2 (0.5 mL) is added TFA (100 μL) and TFMSA (50 μL). The mixture is stirred at r.t. for 2 h, and then carefully basified with saturated NaHCO3 aqueous solution, followed by extractions with CH2Cl2. The combined organic phase is dried over sodium sulfate, filtered, and concentrated to dryness under reduced pressure to give crude product, which is used in the ne... Product: COc1ccc2sc(C(=O)Nc3ccc(C(=O)O)cc3)c(OC(C)C)c2c1. Starting materials: COC(=O)c1ccc(NC(=O)c2sc3ccc(OC)cc3c2OC(C)C)cc1, CO, Cl, [Na+], [OH-]. Reaction SMILES: [CH3:1][O:2][c:3]1[cH:4][c:5]2[c:6]([s:7][c:8]([C:14](=[O:15])[NH:16][c:17]3[cH:18][cH:19][c:20]([C:21](=[O:22])[O:23][CH3:24])[cH:25][cH:26]3)[c:9]2[O:10][CH:11]([CH3:12])[CH3:13])[cH:27][cH:28]1.[CH3:32][OH:33].[ClH:31].[Na+:30].[OH-:29]>>[CH3:1][O:2][c:3]1[cH:4][c:5]2[c:6]([s:7][c:8]([C:14](=[O:15])[NH:16][c:17]3[cH:18][cH:19][c:20]([C:21](=[O:22])[OH:23])[cH:25][cH:26]3)[c:9]2[O:10][CH:11]([CH3:12])[CH3:13])[cH:27][cH:28]1. The reactants are CC=1C(=C2C=CNC(C2=CC1)=O)NC1=NC=CC=C1C1=NC=NC(=C1)NC (6-Methyl-5-(3-(6-(methylamino)pyrimidin-4-yl)pyridin-2-ylamino)isoquinolin-1(2H)-one), O=P(Cl)(Cl)Cl (POCl3). Conditions: temperature 120 celsius. Yields the product ClC1=NC=CC=2C(=C(C=CC12)C)NC1=NC=CC=C1C1=NC=NC(=C1)NC (1-chloro-6-methyl-N-(3-(6-(methylamino)pyrimidin-4-yl)pyridin-2-yl)isoquinolin-5-amine). RXN SMILES: [CH3:1][C:2]1[C:3]([NH:13][C:14]2[C:19]([C:20]3[CH:25]=[C:24]([NH:26][CH3:27])[N:23]=[CH:22][N:21]=3)=[CH:18][CH:17]=[CH:16][N:15]=2)=[C:4]2[C:9](=[CH:10][CH:11]=1)[C:8](=O)[NH:7][CH:6]=[CH:5]2.O=P(Cl)(Cl)[Cl:30]>>[Cl:30][C:8]1[C:9]2[CH:10]=[CH:11][C:2]([CH3:1])=[C:3]([NH:13][C:14]3[C:19]([C:20]4[CH:25]=[C:24]([NH:26][CH3:27])[N:23]=[CH:22][N:21]=4)=[CH:18][CH:17]=[CH:16][N:15]=3)[C:4]=2[CH:5]=[CH:6][N:7]=1. Procedure: 6-Methyl-5-(3-(6-(methylamino)pyrimidin-4-yl)pyridin-2-ylamino)isoquinolin-1(2H)-one (195 mg, 0.54 mmol) was suspended in POCl3 (10 mL) and heated at 120° C. for 3 h. POCl3 was removed in vacuo and the residue was washed with toluene three times. The residue was added to water and the resulting solid collected by filtration, washing with saturated aqueous sodium bicarbonate and water. The resulting title compound was dried in vacuo. MS (M+H)+ 377.